This data is from the Open Reaction Database (ORD), a public repository of structured organic reaction records. The task is: describe an organic reaction: reactants, conditions, products, and yield The reactants are [N+](=O)([O-])C1=CC=C(C=C1)OC1=CC=C2C(CCOC2=C1)=O (7-(4'-nitrophenyloxy)-4-chromanone), [BH4-].[Na+] (NaBH4). Solvent: CCO (EtOH). Product: [N+](=O)([O-])C1=CC=C(C=C1)OC1=CC=C2C(CCOC2=C1)O (7-(4'-nitrophenyloxy)-4-chromanol). The yield is 28.7%. RXN SMILES: [N+:1]([C:4]1[CH:9]=[CH:8][C:7]([O:10][C:11]2[CH:20]=[C:19]3[C:14]([C:15](=[O:21])[CH2:16][CH2:17][O:18]3)=[CH:13][CH:12]=2)=[CH:6][CH:5]=1)([O-:3])=[O:2].[BH4-].[Na+]>CCO>[N+:1]([C:4]1[CH:9]=[CH:8][C:7]([O:10][C:11]2[CH:20]=[C:19]3[C:14]([CH:15]([OH:21])[CH2:16][CH2:17][O:18]3)=[CH:13][CH:12]=2)=[CH:6][CH:5]=1)([O-:3])=[O:2] |f:1.2|. Procedure details: Crude 7-(4'-nitrophenyloxy)-4-chromanone (1.9 g) in EtOH (150 mL) was reduced with NaBH4 (250 mg) at room temperature overnight. The crude product was purified through a column of silica gel (EtOAc:CH2Cl2, 2:8) to give pure 7-(4'-nitrophenyloxy)-4-chromanol (550 mg). This compound (550 mg) was converted to the chloride with thionyl chloride (0.28 g) in CH2Cl2 (30 mL) at 0° C. for 1 hour and then at room temperature for 3 hours. Work-up yielded crude 4-chloro-7-(4'-nitrophenyloxy)-chroman (500 mg... The product is Cc1ccc(S(=O)(=O)OC(C)CCc2ccc(-c3ccnc(NC4CC(C)(C)NC(C)(C)C4)n3)cc2)cc1. Reaction SMILES: [CH3:1][C:2]1([CH3:28])[NH:3][C:4]([CH3:26])([CH3:27])[CH2:5][CH:6]([NH:8][c:9]2[n:10][cH:11][cH:12][c:13](-[c:15]3[cH:16][cH:17][c:18]([CH2:21][CH2:22][CH:23]([CH3:24])[OH:25])[cH:19][cH:20]3)[n:14]2)[CH2:7]1.[c:29]1([CH3:39])[cH:30][cH:31][c:32]([S:35](=[O:36])(=[O:37])[Cl:38])[cH:33][cH:34]1.[cH:40]1[cH:41][cH:42][n:43][cH:44][cH:45]1>>[CH3:1][C:2]1([CH3:28])[NH:3][C:4]([CH3:26])([CH3:27])[CH2:5][CH:6]([NH:8][c:9]2[n:10][cH:11][cH:12][c:13](-[c:15]3[cH:16][cH:17][c:18]([CH2:21][CH2:22][CH:23]([CH3:24])[O:25][S:35]([c:32]4[cH:31][cH:30][c:29]([CH3:39])[cH:34][cH:33]4)(=[O:36])=[O:37])[cH:19][cH:20]3)[n:14]2)[CH2:7]1. The reactants are CC(O)CCc1ccc(-c2ccnc(NC3CC(C)(C)NC(C)(C)C3)n2)cc1, Cc1ccc(S(=O)(=O)Cl)cc1, c1ccncc1.